Dataset: the Open Reaction Database (ORD), a public repository of structured organic reaction records. Task: describe an organic reaction: reactants, conditions, products, and yield The reactants are C=CCCC(=O)O, CCI, CCO, [K+], [OH-]. Product: C=CCCC(=O)OCC. As a reaction SMILES: [C:1]([CH2:2][CH2:3][CH:4]=[CH2:5])(=[O:6])[OH:7].[CH2:10]([CH3:11])[I:12].[CH3:13][CH2:14][OH:15].[K+:9].[OH-:8]>>[C:1]([CH2:2][CH2:3][CH:4]=[CH2:5])(=[O:6])[O:7][CH2:10][CH3:11]. Starting materials: ClC1=C(C=CC=C1)OC.ClC1=CC(NN=C1C1=C(C=CC(=C1)Cl)OC)=O.N1N=CC=CC1=O (5-chloro-6-(2'-methoxy-5'-chlorophenyl)-3-pyridazinone chloroanisole 6-pyridazinone), O.NN (hydrazine hydrate). Yields the product N(N)C1=CC(NN=C1C1=C(C=CC(=C1)Cl)OC)=O (5-Hydrazino-6-(2'-methoxy-5'-chlorophenyl)-3-pyridazinone). The yield is 90.0%. RXN SMILES: ClC1C=CC=CC=1OC.Cl[C:11]1[C:16]([C:17]2[CH:22]=[C:21]([Cl:23])[CH:20]=[CH:19][C:18]=2[O:24][CH3:25])=[N:15][NH:14][C:13](=[O:26])[CH:12]=1.[NH:27]1C(=O)C=CC=[N:28]1.O.NN>>[NH:27]([C:11]1[C:16]([C:17]2[CH:22]=[C:21]([Cl:23])[CH:20]=[CH:19][C:18]=2[O:24][CH3:25])=[N:15][NH:14][C:13](=[O:26])[CH:12]=1)[NH2:28] |f:0.1.2,3.4|. Procedure: A mixture of 1.5 g (0.005 mol) of 5-chloro-6-(2'-methoxy-5'-chlorophenyl)-3-pyridazinone chloroanisole-6-pyridazinone and 25 ml of hydrazine hydrate was heated at reflux for 4 hours. The solution was cooled and the white solid which formed was separated, washed with water (30 ml) and dried at 40° in a vacuum oven overnight to give 1.2 g (81%) of a colorless solid product, m.p. 285°-290°. Reactants: [Al+3], C1CCOC1, CCCc1ccc(C2CCC(C=O)CC2)cc1, CCOC(C)=O, [H-], [H-], [H-], [H-], [Li+], N. Yields the product CCCc1ccc(C2CCC(CO)CC2)cc1. RXN SMILES: [Al+3:2].[CH2:31]1[O:32][CH2:33][CH2:34][CH2:35]1.[CH2:7]([CH2:8][CH3:9])[c:10]1[cH:11][cH:12][c:13]([CH:16]2[CH2:17][CH2:18][CH:19]([CH:22]=[O:23])[CH2:20][CH2:21]2)[cH:14][cH:15]1.[CH3:24][CH2:25][O:26][C:27](=[O:28])[CH3:29].[H-:1].[H-:4].[H-:5].[H-:6].[Li+:3].[NH3:30]>>[CH2:7]([CH2:8][CH3:9])[c:10]1[cH:11][cH:12][c:13]([CH:16]2[CH2:17][CH2:18][CH:19]([CH2:22][OH:23])[CH2:20][CH2:21]2)[cH:14][cH:15]1.